From a dataset of the Open Reaction Database (ORD), a public repository of structured organic reaction records. describe an organic reaction: reactants, conditions, products, and yield Starting materials: CC1=C(C=CC(=C1)C)N(S(=O)(=O)C1=CC(=CC=C1)O)CC(C)C (N-(2,4-dimethylphenyl)-3-hydroxy-N-isobutylbenzenesulfonamide), CC1=NOC(=C1CO)C ((3,5-dimethylisoxazol-4-yl)methanol), FC(CCC1=CC=C(C=C1)P(C1=CC=CC=C1)C1=CC=CC=C1)(C(C(C(C(C(C(C(F)(F)F)(F)F)(F)F)(F)F)(F)F)(F)F)(F)F)F ((4-(3,3,4,4,5,5,6,6,7,7,8,8,9,9,10,10,10-heptadecafluorodecyl)phenyl)diphenylphosphine), crude product, N(=NC(=O)OC(C)C)C(=O)OC(C)C (diisopropyl diazene-1,2-dicarboxylate). Run in CN(C)C=O.O (DMF H2O), CO.O (MeOH H2O), CN(C)C=O (DMF), O1CCCC1 (Tetrahydrofuran). Conditions: time 8 hour. Yields the product CC1=NOC(=C1COC=1C=C(C=CC1)S(=O)(=O)N(CC(C)C)C1=C(C=C(C=C1)C)C)C (3-((3,5-dimethylisoxazol-4-yl)methoxy)-N-(2,4-dimethylphenyl)-N-isobutylbenzenesulfonamide). As a reaction SMILES: [CH3:1][C:2]1[CH:7]=[C:6]([CH3:8])[CH:5]=[CH:4][C:3]=1[N:9]([CH2:20][CH:21]([CH3:23])[CH3:22])[S:10]([C:13]1[CH:18]=[CH:17][CH:16]=[C:15]([OH:19])[CH:14]=1)(=[O:12])=[O:11].[CH3:24][C:25]1[C:29]([CH2:30]O)=[C:28]([CH3:32])[O:27][N:26]=1.FC(F)(C(F)(F)C(F)(F)C(F)(F)C(F)(F)C(F)(F)C(F)(F)C(F)(F)F)CCC1C=CC(P(C2C=CC=CC=2)C2C=CC=CC=2)=CC=1.N(C(OC(C)C)=O)=NC(OC(C)C)=O>CN(C=O)C.O.CO.O.CN(C=O)C.O1CCCC1>[CH3:24][C:25]1[C:29]([CH2:30][O:19][C:15]2[CH:14]=[C:13]([S:10]([N:9]([C:3]3[CH:4]=[CH:5][C:6]([CH3:8])=[CH:7][C:2]=3[CH3:1])[CH2:20][CH:21]([CH3:23])[CH3:22])(=[O:11])=[O:12])[CH:18]=[CH:17][CH:16]=2)=[C:28]([CH3:32])[O:27][N:26]=1 |f:4.5,6.7|. Procedure details: N-(2,4-dimethylphenyl)-3-hydroxy-N-isobutylbenzenesulfonamide (76.9 mg, 0.231 mmol), (3,5-dimethylisoxazol-4-yl)methanol (36.7 mg, 0.288 mmol) and (4-(3,3,4,4,5,5,6,6,7,7,8,8,9,9,10,10,10-heptadecafluorodecyl)phenyl)diphenylphosphine (204 mg, 0.288 mmol) were added to a 2-5 mL Biotage microwave vessel. Tetrahydrofuran (THF) (4 mL) was added followed by diisopropyl diazene-1,2-dicarboxylate (DIAD) (0.056 mL, 0.288 mmol). The reaction vial was sealed and left to stir overnight at RT. The reaction ... The reactants are [OH-].[Na+] (sodium hydroxide), CC=1C=C2C=CN(C2=C2C1C=CC=C2)CCNC(C)=O (N-[2-(5-Methyl-1H-benzo[g]indol-1-yl)ethyl]acetamide), P(=O)(Cl)(Cl)Cl (phosphorous oxychloride), saturated solution, C(\C=C\C(=O)O)(=O)O (fumaric acid), ice water. Run in C(C)O (ethanol), C(C)OCC (diethyl ether). Reaction conditions: temperature 100 celsius. Yields the product C(\C=C\C(=O)O)(=O)O.CC1=CC=2C=C3N(C2C2=C1C=CC=C2)CCN=C3C (10,11-dihydro-5,8-dimethylbenzo[g] pyrazino[1,2-a]indole fumarate). The yield is 17.0%. Reaction SMILES: [CH3:1][C:2]1[CH:3]=[C:4]2[C:8](=[C:9]3[CH:14]=[CH:13][CH:12]=[CH:11][C:10]=13)[N:7]([CH2:15][CH2:16][NH:17][C:18](=O)[CH3:19])[CH:6]=[CH:5]2.P(Cl)(Cl)(Cl)=O.[OH-].[Na+].[C:28]([OH:35])(=[O:34])/[CH:29]=[CH:30]/[C:31]([OH:33])=[O:32]>C(O)C.C(OCC)C>[C:28]([OH:35])(=[O:34])/[CH:29]=[CH:30]/[C:31]([OH:33])=[O:32].[CH3:1][C:2]1[C:10]2[CH:11]=[CH:12][CH:13]=[CH:14][C:9]=2[C:8]2[N:7]3[CH2:15][CH2:16][N:17]=[C:18]([CH3:19])[C:6]3=[CH:5][C:4]=2[CH:3]=1 |f:2.3,7.8|. Procedure: N-[2-(5-Methyl-1H-benzo[g]indol-1-yl)ethyl]acetamide (0.3 g) was treated with 3 ml of phosphorous oxychloride under argon and the mixture was heated to 100° C. for 30 minutes. The cooled mixture was added to 250 g of ice-water and treated with 30 ml of 28% sodium hydroxide solution. The mixture was extracted once with 100 ml of methylene chloride and twice with 50 ml of methylene chloride each time, the organic phases were combined, dried with MgSO4 and freed from solvent. The residue, 0.14 g of...